This data is from the Open Reaction Database (ORD), a public repository of structured organic reaction records. The task is: describe an organic reaction: reactants, conditions, products, and yield The reactants are CS(=O)(=O)OCC1CCC2N(CCN(C2)C2=NC=CC=N2)C1 ((7SR,9aSR)-7-(methanesulfonyloxy)methyl-2-(pyrimidin-2-yl)-2,3,4,6,7,8,9,9a-octahydro-1H-pyrido[1,2-a]pyrazine), [C-]#N.[Na+] (sodium cyanide), C([O-])(O)=O.[Na+] (sodium bicarbonate). Run in CN(C)C=O (DMF). Product: N1=C(N=CC=C1)N1CC2N(CC1)CC(CC2)CC#N ([(7SR,9aSR)-2-(pyrimidin-2-yl)-2,3,4,6,7,8,9,9a-octahydro-1H-pyrido[1,2-a]pyrazin-7-yl]acetonitrile). The yield is 48.2%. Reaction SMILES: CS(O[CH2:6][CH:7]1[CH2:22][N:11]2[CH2:12][CH2:13][N:14]([C:16]3[N:21]=[CH:20][CH:19]=[CH:18][N:17]=3)[CH2:15][CH:10]2[CH2:9][CH2:8]1)(=O)=O.[C-:23]#[N:24].[Na+].C(=O)(O)[O-].[Na+]>CN(C=O)C>[N:17]1[CH:18]=[CH:19][CH:20]=[N:21][C:16]=1[N:14]1[CH2:13][CH2:12][N:11]2[CH2:22][CH:7]([CH2:6][C:23]#[N:24])[CH2:8][CH2:9][CH:10]2[CH2:15]1 |f:1.2,3.4|. Procedure details: A solution of 38.1 g (117 mmol) of (7SR,9aSR)-7-(methanesulfonyloxy)methyl-2-(pyrimidin-2-yl)-2,3,4,6,7,8,9,9a-octahydro-1H-pyrido[1,2-a]pyrazine (prepared according to U.S. Pat. No. 5,122,525) and 6.01 g (122 mmol) of sodium cyanide in 500 mL of dry DMF was heated at 110° C. for 16 h. The mixture was cooled to room temperature, 10 mL of saturatic sodium bicarbonate was added and the mixture concentrated in vacuo. Water (1000 mL) and ethyl acetate (1000 mL) were added to the solid residue, the p... Starting materials: [BH3-]C#N, C1CCOC1, CC(=O)O, CO, Cc1nccc(-c2c(-c3ccc(F)cc3)nc3cc(C4CCNCC4)ccn23)n1, [Na+], O. Yields the product Cc1nccc(-c2c(-c3ccc(F)cc3)nc3cc(C4CCN(C)CC4)ccn23)n1. Reaction SMILES: [C:34]([BH3-:35])#[N:36].[CH2:41]1[O:42][CH2:43][CH2:44][CH2:45]1.[CH3:30][C:31](=[O:32])[OH:33].[CH3:38][OH:39].[F:1][c:2]1[cH:3][cH:4][c:5](-[c:8]2[n:9][c:10]3[n:11]([cH:12][cH:13][c:14]([CH:16]4[CH2:17][CH2:18][NH:19][CH2:20][CH2:21]4)[cH:15]3)[c:22]2-[c:23]2[n:24][c:25]([CH3:29])[n:26][cH:27][cH:28]2)[cH:6][cH:7]1.[Na+:37].[OH2:40]>>[F:1][c:2]1[cH:3][cH:4][c:5](-[c:8]2[n:9][c:10]3[n:11]([cH:12][cH:13][c:14]([CH:16]4[CH2:17][CH2:18][N:19]([CH3:30])[CH2:20][CH2:21]4)[cH:15]3)[c:22]2-[c:23]2[n:24][c:25]([CH3:29])[n:26][cH:27][cH:28]2)[cH:6][cH:7]1.